The task is: describe an organic reaction: reactants, conditions, products, and yield. This data is from the Open Reaction Database (ORD), a public repository of structured organic reaction records. Starting materials: CC1(C)CC(=C(c2ccc(O)cc2)c2ccc(Br)cc2)CC(C)(C)O1, C=C(C)C(=O)OC(C)(C)C, Cl[Pd]Cl, c1ccc(P(c2ccccc2)c2ccccc2)cc1, c1ccc(P(c2ccccc2)c2ccccc2)cc1. Yields the product CC(=Cc1ccc(C(=C2CC(C)(C)OC(C)(C)C2)c2ccc(O)cc2)cc1)C(=O)OC(C)(C)C. RXN SMILES: [Br:1][c:2]1[cH:3][cH:4][c:5]([C:8]([c:9]2[cH:10][cH:11][c:12]([OH:15])[cH:13][cH:14]2)=[C:16]2[CH2:17][C:18]([CH3:24])([CH3:25])[O:19][C:20]([CH3:22])([CH3:23])[CH2:21]2)[cH:6][cH:7]1.[CH3:26][C:27]([C:28](=[O:29])[O:30][C:31]([CH3:32])([CH3:33])[CH3:34])=[CH2:35].[Pd:36]([Cl:37])[Cl:38].[c:39]1([P:40]([c:41]2[cH:42][cH:43][cH:44][cH:45][cH:46]2)[c:47]2[cH:48][cH:49][cH:50][cH:51][cH:52]2)[cH:53][cH:54][cH:55][cH:56][cH:57]1.[c:58]1([P:59]([c:60]2[cH:61][cH:62][cH:63][cH:64][cH:65]2)[c:66]2[cH:67][cH:68][cH:69][cH:70][cH:71]2)[cH:72][cH:73][cH:74][cH:75][cH:76]1>>[c:2]1([CH:26]=[C:27]([C:28](=[O:29])[O:30][C:31]([CH3:32])([CH3:33])[CH3:34])[CH3:35])[cH:3][cH:4][c:5]([C:8]([c:9]2[cH:10][cH:11][c:12]([OH:15])[cH:13][cH:14]2)=[C:16]2[CH2:17][C:18]([CH3:24])([CH3:25])[O:19][C:20]([CH3:22])([CH3:23])[CH2:21]2)[cH:6][cH:7]1. Reactants: C(C1=CC=CC=C1)N1CCN(CCC1)CCCNC(=O)C1=CC2=CN=C3C=CC=C(S1)N32 (N-[3-(4-benzyl-2,3,5,6-tetrahydro-7H-1,4-diazepin-1-yl)propan-1-yl]-5-thia-1,8b-diazaacenaphthylene-4-carboxamide), Cl.C(C)(=O)OCC (HCl ethyl acetate), CCOCC (ether). The solvent is C(C)O (ethanol). The product is Cl.Cl.Cl.C(C1=CC=CC=C1)N1CCN(CCC1)CCCNC(=O)C1=CC2=CN=C3C=CC=C(S1)N32 (N-[3-(4-benzyl-2,3,5,6-tetrahydro-7H-1,4-diazepin-1-yl)propan-1-yl]-5-thia-1,8b-diazaacenaphthylene-4-carboxamide Trihydrochloride). Isolated yield 94.0%. RXN SMILES: [CH2:1]([N:8]1[CH2:14][CH2:13][CH2:12][N:11]([CH2:15][CH2:16][CH2:17][NH:18][C:19]([C:21]2[S:31][C:30]3[N:32]4[C:23](=[CH:24][N:25]=[C:26]4[CH:27]=[CH:28][CH:29]=3)[CH:22]=2)=[O:20])[CH2:10][CH2:9]1)[C:2]1[CH:7]=[CH:6][CH:5]=[CH:4][CH:3]=1.[ClH:33].C(OCC)(=O)C.CCOCC>C(O)C>[ClH:33].[ClH:33].[ClH:33].[CH2:1]([N:8]1[CH2:14][CH2:13][CH2:12][N:11]([CH2:15][CH2:16][CH2:17][NH:18][C:19]([C:21]2[S:31][C:30]3[N:32]4[C:23](=[CH:24][N:25]=[C:26]4[CH:27]=[CH:28][CH:29]=3)[CH:22]=2)=[O:20])[CH2:10][CH2:9]1)[C:2]1[CH:3]=[CH:4][CH:5]=[CH:6][CH:7]=1 |f:1.2,5.6.7.8|. Reported procedure: To a solution of 320.0 mg (0.71 mM) of N-[3-(4-benzyl-2,3,5,6-tetrahydro-7H-1,4-diazepin-1-yl)propan-1-yl]-5-thia-1,8b-diazaacenaphthylene-4-carboxamide in ethanol (10 ml) was added 2 ml (8.0 mM) of 4N-HCl/ethyl acetate, and the mixture was stirred under heating for 2 hours. To the ethanolic solution containing crystals was added ether and the crystal crop was harvested by filtration and rinsed with ethanol and diethyl ether to provide the title compound as light-orange-colored crystals (390.9 m... Starting materials: COC=1C=CC2=C(CCN(C(N2)=O)C2CCNCC2)C1 (7-methoxy-3-piperidin-4-yl-1,3,4,5-tetrahydro-1,3-benzodiazepin-2-one), ClC1=CC(=NC=N1)C(=O)C=1C=C2C=NN(C2=C(C1)C)C ((6-chloro-pyrimidin-4-yl)-(1,7-dimethyl-1H-indazol-5-yl)-methanone), TEA. The solvent is CN(C)C=O (DMF). Reaction conditions: time 8 hour. The product is CN1N=CC2=CC(=CC(=C12)C)C(=O)C1=CC(=NC=N1)N1CCC(CC1)N1C(NC2=C(CC1)C=C(C=C2)OC)=O (3-{1-[6-(1,7-dimethyl-1H-indazole-5-carbonyl)-pyrimidin-4-yl]-piperidin-4-yl}-7-methoxy-1,3,4,5-tetrahydro-benzo[d][1,3]diazepin-2-one). As a reaction SMILES: [CH3:1][O:2][C:3]1[CH:4]=[CH:5][C:6]2[NH:12][C:11](=[O:13])[N:10]([CH:14]3[CH2:19][CH2:18][NH:17][CH2:16][CH2:15]3)[CH2:9][CH2:8][C:7]=2[CH:20]=1.Cl[C:22]1[N:27]=[CH:26][N:25]=[C:24]([C:28]([C:30]2[CH:31]=[C:32]3[C:36](=[C:37]([CH3:39])[CH:38]=2)[N:35]([CH3:40])[N:34]=[CH:33]3)=[O:29])[CH:23]=1>CN(C=O)C>[CH3:40][N:35]1[C:36]2[C:32](=[CH:31][C:30]([C:28]([C:24]3[N:25]=[CH:26][N:27]=[C:22]([N:17]4[CH2:18][CH2:19][CH:14]([N:10]5[CH2:9][CH2:8][C:7]6[CH:20]=[C:3]([O:2][CH3:1])[CH:4]=[CH:5][C:6]=6[NH:12][C:11]5=[O:13])[CH2:15][CH2:16]4)[CH:23]=3)=[O:29])=[CH:38][C:37]=2[CH3:39])[CH:33]=[N:34]1. Reported procedure: 33 mg (0.12 mmol) 7-methoxy-3-piperidin-4-yl-1,3,4,5-tetrahydro-1,3-benzodiazepin-2-one, 45 mg (0.13 mmol) (6-chloro-pyrimidin-4-yl)-(1,7-dimethyl-1H-indazol-5-yl)-methanone and 25 μL (0.18 mmol) TEA were combined in 1 mL DMF and stirred overnight at RT. The reaction mixture was purified by preparative HPLC. The fractions containing the product were combined and evaporated down to approx. 10 mL. This residue was neutralised with saturated sodium hydrogen carbonate solution, the precipitate forme... Starting materials: BrC1=CC(=C(C=C1)NC(CC(=O)OCC)=O)C (ethyl 3-[(4-bromo-2-methylphenyl)amino]-3-oxopropanoate), C([O-])([O-])=O.[K+].[K+] (potassium carbonate), BrC1=CC(=C(C=C1)NC(=O)C1(CC1)C(=O)[O-])C (1-(4-bromo-2-methylphenylaminocabonyl)cyclopropanecarboxylate), BrCCBr (1,2-dibromoethane), BrC1=CC(=C(C=C1)NC(CC(=O)OCC)=O)C (ethyl 3-[(4-bromo-2-methylphenyl)amino]-3-oxopropanoate), C([O-])([O-])=O.[K+].[K+] (potassium carbonate), BrCCBr (1,2-dibromoethane), C([O-])([O-])=O.[K+].[K+] (potassium carbonate). Run in C(Cl)Cl (methylene chloride), CN(C=O)C (dimethylformamide). Run at temperature 65 celsius, time 3 hour. The product is BrC1=CC(=C(C=C1)NC(=O)C1(CC1)C(=O)OCC)C (ethyl 1-(4-bromo-2-methylphenylaminocarbonyl)cyclopropanecarboxylate). Isolated yield 56.0%. Reaction SMILES: [Br:1][C:2]1[CH:7]=[CH:6][C:5]([NH:8][C:9](=[O:16])[CH2:10][C:11]([O:13][CH2:14][CH3:15])=[O:12])=[C:4]([CH3:17])[CH:3]=1.C(=O)([O-])[O-].[K+].[K+].Br[CH2:25][CH2:26]Br.BrC1C=CC(NC(C2(C([O-])=O)CC2)=O)=C(C)C=1>C(Cl)Cl.CN(C)C=O>[Br:1][C:2]1[CH:7]=[CH:6][C:5]([NH:8][C:9]([C:10]2([C:11]([O:13][CH2:14][CH3:15])=[O:12])[CH2:26][CH2:25]2)=[O:16])=[C:4]([CH3:17])[CH:3]=1 |f:1.2.3|. Procedure details: Into a 500 milliliter three-necked round-bottom reaction flask equipped with a mechanical stirrer, thermometer, nitrogen inlet and outlet and oil bath was added 30.0 grams (0.10 mol) of ethyl 3-[(4-bromo-2-methylphenyl)amino]-3-oxopropanoate prepared as in Example A, 34.5 grams (0.25 mol) of anhydrous potassium carbonate, 100 milliliters of anhydrous dimethylformamide and 8.6 milliliters (0.10 mol) of 1,2-dibromoethane. The resulting mixture as stirred under a nitrogen atmosphere at a temperatur... The reactants are CC#CCOc1ccc(SC2(C(=O)NO)CCN(C(=O)OC(C)(C)C)CC2)cc1, Cl, C1COCCO1. Product: CC#CCOc1ccc(SC2(C(=O)NO)CCNCC2)cc1. As a reaction SMILES: [C:1]([O:2][C:3](=[O:4])[N:8]1[CH2:9][CH2:10][C:11]([C:14]([NH:15][OH:16])=[O:17])([S:18][c:19]2[cH:20][cH:21][c:22]([O:25][CH2:26][C:27]#[C:28][CH3:29])[cH:23][cH:24]2)[CH2:12][CH2:13]1)([CH3:5])([CH3:6])[CH3:7].[ClH:30].[O:31]1[CH2:32][CH2:33][O:34][CH2:35][CH2:36]1>>[NH:8]1[CH2:9][CH2:10][C:11]([C:14]([NH:15][OH:16])=[O:17])([S:18][c:19]2[cH:20][cH:21][c:22]([O:25][CH2:26][C:27]#[C:28][CH3:29])[cH:23][cH:24]2)[CH2:12][CH2:13]1. Starting materials: [Al+3], [H-], [H-], [H-], [H-], [Li+], C1CCOC1, CC(C)(C)OC(=O)N1CCC(COCc2cc(C(F)(F)F)cc3cc[nH]c23)(c2ccccc2)CC1. Product: CN1CCC(COCc2cc(C(F)(F)F)cc3cc[nH]c23)(c2ccccc2)CC1. RXN SMILES: [Al+3:2].[H-:1].[H-:4].[H-:5].[H-:6].[Li+:3].[O:42]1[CH2:43][CH2:44][CH2:45][CH2:46]1.[c:7]1([C:13]2([CH2:26][O:27][CH2:28][c:29]3[cH:30][c:31]([C:38]([F:39])([F:40])[F:41])[cH:32][c:33]4[cH:34][cH:35][nH:36][c:37]34)[CH2:14][CH2:15][N:16]([C:19]([O:20][C:21]([CH3:22])([CH3:23])[CH3:24])=[O:25])[CH2:17][CH2:18]2)[cH:8][cH:9][cH:10][cH:11][cH:12]1>>[c:7]1([C:13]2([CH2:26][O:27][CH2:28][c:29]3[cH:30][c:31]([C:38]([F:39])([F:40])[F:41])[cH:32][c:33]4[cH:34][cH:35][nH:36][c:37]34)[CH2:14][CH2:15][N:16]([CH3:19])[CH2:17][CH2:18]2)[cH:8][cH:9][cH:10][cH:11][cH:12]1. RXN SMILES: [CH:1]([N:4]([CH:16]([CH3:18])[CH3:17])[CH2:5][CH2:6][NH:7][C:8]1[N:13]=[C:12]([CH3:14])[CH:11]=[C:10]([CH3:15])[N:9]=1)([CH3:3])[CH3:2].[Cl:19][C:20]([O:22][C:23]1[CH:28]=[CH:27][CH:26]=[CH:25][CH:24]=1)=[O:21]>C1C=CC=CC=1>[ClH:19].[CH:16]([N:4]([CH:1]([CH3:2])[CH3:3])[CH2:5][CH2:6][N:7]([C:8]1[N:9]=[C:10]([CH3:15])[CH:11]=[C:12]([CH3:14])[N:13]=1)[C:20](=[O:21])[O:22][C:23]1[CH:28]=[CH:27][CH:26]=[CH:25][CH:24]=1)([CH3:18])[CH3:17] |f:3.4|. Reaction conditions: time 72 hour. Procedure: A solution of 2-(2-diisopropylaminoethylamino)-4,6-dimethylpyrimidine (12.5 g., 0.05 mole) in 50 ml of benzene is added to a solution of phenyl chloroformate in 50 ml of benzene. After 72 hours, the solid product is collected and recrystallized from acetone to give phenyl N-(2-diisopropylaminoethyl)-N-(4,6-dimethyl-2-pyrimidinyl)carbamate hydrochloride melting at 190°-202° C. Reactants: C(C)(C)N(CCNC1=NC(=CC(=N1)C)C)C(C)C (2-(2-diisopropylaminoethylamino)-4,6-dimethylpyrimidine), ClC(=O)OC1=CC=CC=C1 (phenyl chloroformate). The solvent is C1=CC=CC=C1 (benzene), C1=CC=CC=C1 (benzene). The product is Cl.C(C)(C)N(CCN(C(OC1=CC=CC=C1)=O)C1=NC(=CC(=N1)C)C)C(C)C (phenyl N-(2-diisopropylaminoethyl)-N-(4,6-dimethyl-2-pyrimidinyl)carbamate hydrochloride). Starting materials: C1COCCN1, CN(C)C=O, CCc1nn2c(N3CCN(C)CC3)cc(Cl)nc2c1S(=O)(=O)c1ccccc1. The product is CCc1nn2c(N3CCN(C)CC3)cc(N3CCOCC3)nc2c1S(=O)(=O)c1ccccc1. Reaction SMILES: [CH2:1]1[CH2:2][O:3][CH2:4][CH2:5][NH:6]1.[O:35]=[CH:36][N:37]([CH3:38])[CH3:39].[c:7]1([S:13](=[O:14])(=[O:15])[c:16]2[c:17]([CH2:33][CH3:34])[n:18][n:19]3[c:20]2[n:21][c:22]([Cl:32])[cH:23][c:24]3[N:25]2[CH2:26][CH2:27][N:28]([CH3:31])[CH2:29][CH2:30]2)[cH:8][cH:9][cH:10][cH:11][cH:12]1>>[CH2:1]1[CH2:2][O:3][CH2:4][CH2:5][N:6]1[c:22]1[n:21][c:20]2[c:16]([S:13]([c:7]3[cH:8][cH:9][cH:10][cH:11][cH:12]3)(=[O:14])=[O:15])[c:17]([CH2:33][CH3:34])[n:18][n:19]2[c:24]([N:25]2[CH2:26][CH2:27][N:28]([CH3:31])[CH2:29][CH2:30]2)[cH:23]1. Reactants: COc1ccc(CN2C(=O)CN(Cc3ccc(C(=O)CCC(C)C)s3)S2(=O)=O)c(OC)c1, CCO, Cl, NO, O. Product: COc1ccc(CN2C(=O)CN(Cc3ccc(C(CCC(C)C)=NO)s3)S2(=O)=O)c(OC)c1. RXN SMILES: [CH3:1][O:2][c:3]1[c:4]([CH2:5][N:6]2[S:7](=[O:25])(=[O:26])[N:8]([CH2:12][c:13]3[s:14][c:15]([C:18]([CH2:19][CH2:20][CH:21]([CH3:22])[CH3:23])=[O:24])[cH:16][cH:17]3)[CH2:9][C:10]2=[O:11])[cH:27][cH:28][c:29]([O:31][CH3:32])[cH:30]1.[CH3:37][CH2:38][OH:39].[ClH:34].[NH2:35][OH:36].[OH2:33]>>[CH3:1][O:2][c:3]1[c:4]([CH2:5][N:6]2[S:7](=[O:25])(=[O:26])[N:8]([CH2:12][c:13]3[s:14][c:15]([C:18]([CH2:19][CH2:20][CH:21]([CH3:22])[CH3:23])=[N:35][OH:33])[cH:16][cH:17]3)[CH2:9][C:10]2=[O:11])[cH:27][cH:28][c:29]([O:31][CH3:32])[cH:30]1.